Task: describe an organic reaction: reactants, conditions, products, and yield. Dataset: the Open Reaction Database (ORD), a public repository of structured organic reaction records The reactants are ClC1=CC2=C(C=N1)C=C(N2S(=O)(=O)C)C=2C=NN(C2)C(=O)OC(C)(C)C (tert-Butyl 4-(6-chloro-1-(methylsulfonyl)-1H-pyrrolo[3,2-c]pyridin-2-yl)-1H-pyrazole-1-carboxylate), C([O-])([O-])=O.[Cs+].[Cs+] (cesium carbonate), NC1=NC=C(C=C1)F (2-amino-5-fluoropyridine), di-tBuX, O (water). Reagents/catalysts: C=1C=CC(=CC1)/C=C/C(=O)/C=C/C2=CC=CC=C2.C=1C=CC(=CC1)/C=C/C(=O)/C=C/C2=CC=CC=C2.C=1C=CC(=CC1)/C=C/C(=O)/C=C/C2=CC=CC=C2.[Pd].[Pd] (Pd2(dba)3). Run in CC(C)(C)O (t-BuOH), CCOC(=O)C (EtOAc). Run at temperature 80 celsius. Yields the product FC=1C=CC(=NC1)NC1=CC2=C(C=N1)C=C(N2S(=O)(=O)C)C=2C=NN(C2)C(=O)OC(C)(C)C (tert-Butyl 4-(6-(5-fluoropyridin-2-ylamino)-1-(methylsulfonyl)-1H-pyrrolo[3,2-c]pyridin-2-yl)-1H-pyrazole-1-carboxylate). Yield: 36.7%. RXN SMILES: Cl[C:2]1[N:7]=[CH:6][C:5]2[CH:8]=[C:9]([C:15]3[CH:16]=[N:17][N:18]([C:20]([O:22][C:23]([CH3:26])([CH3:25])[CH3:24])=[O:21])[CH:19]=3)[N:10]([S:11]([CH3:14])(=[O:13])=[O:12])[C:4]=2[CH:3]=1.C(=O)([O-])[O-].[Cs+].[Cs+].[NH2:33][C:34]1[CH:39]=[CH:38][C:37]([F:40])=[CH:36][N:35]=1.O>CC(O)(C)C.CCOC(C)=O.C1C=CC(/C=C/C(/C=C/C2C=CC=CC=2)=O)=CC=1.C1C=CC(/C=C/C(/C=C/C2C=CC=CC=2)=O)=CC=1.C1C=CC(/C=C/C(/C=C/C2C=CC=CC=2)=O)=CC=1.[Pd].[Pd]>[F:40][C:37]1[CH:38]=[CH:39][C:34]([NH:33][C:2]2[N:7]=[CH:6][C:5]3[CH:8]=[C:9]([C:15]4[CH:16]=[N:17][N:18]([C:20]([O:22][C:23]([CH3:26])([CH3:25])[CH3:24])=[O:21])[CH:19]=4)[N:10]([S:11]([CH3:14])(=[O:13])=[O:12])[C:4]=3[CH:3]=2)=[N:35][CH:36]=1 |f:1.2.3,8.9.10.11.12|. Reported procedure: Pd2(dba)3 (9.0 mg, 0.01 mmol) was added to a mixture of tert-butyl 4-(6-chloro-1-(methylsulfonyl)-1H-pyrrolo[3,2-c]pyridin-2-yl)-1H-pyrazole-1-carboxylate (15) (39 mg, 0.098 mmol), cesium carbonate (128 mg, 0.393 mmol), 2-amino-5-fluoropyridine (22 mg, 0.197 mmol) and di-tBuX-Phos (16.7 mg, 0.039 mmol) in t-BuOH containing water (3%) (1.1 mL). The reaction mixture was heated at 80° C. for 1.5 hr under microwave irradiation. It was then diluted with EtOAc and washed with water. The organic extrac... The reactants are CCOC(=O)CC#N, CS(C)=O, CCOC(C)=O, [Cu]I, [H-], O=S(=O)(c1ccc(OC(F)(F)F)cc1)N1Cc2ccc(C(F)(F)F)nc2Nc2ccc(I)cc21, [Na+], [Na+], [OH-], O. The product is N#CCc1ccc2c(c1)N(S(=O)(=O)c1ccc(OC(F)(F)F)cc1)Cc1ccc(C(F)(F)F)nc1N2. RXN SMILES: [C:3](#[N:4])[CH2:5][C:6]([O:7][CH2:8][CH3:9])=[O:10].[CH3:47][S:48]([CH3:49])=[O:50].[CH3:54][CH2:55][O:56][C:57](=[O:58])[CH3:59].[Cu:51][I:52].[H-:2].[I:11][c:12]1[cH:13][cH:14][c:15]2[c:16]([cH:44]1)[N:17]([S:30](=[O:31])(=[O:32])[c:33]1[cH:34][cH:35][c:36]([O:39][C:40]([F:41])([F:42])[F:43])[cH:37][cH:38]1)[CH2:18][c:19]1[c:20]([n:22][c:23]([C:26]([F:27])([F:28])[F:29])[cH:24][cH:25]1)[NH:21]2.[Na+:1].[Na+:46].[OH-:45].[OH2:53]>>[C:3](#[N:4])[CH2:5][c:12]1[cH:13][cH:14][c:15]2[c:16]([cH:44]1)[N:17]([S:30](=[O:31])(=[O:32])[c:33]1[cH:34][cH:35][c:36]([O:39][C:40]([F:41])([F:42])[F:43])[cH:37][cH:38]1)[CH2:18][c:19]1[c:20]([n:22][c:23]([C:26]([F:27])([F:28])[F:29])[cH:24][cH:25]1)[NH:21]2. Yields the product Cn1cc(C(=O)OCC(N)(CO)CO)c(Nc2ccc(I)cc2F)cc1=O. Reactants: O=C(n1ccnc1)n1ccnc1, C1CCOC1, Cn1cc(C(=O)O)c(Nc2ccc(I)cc2F)cc1=O, NC(CO)(CO)CO, CN(C)C=O. As a reaction SMILES: [C:21]([n:22]1[cH:23][cH:24][n:25][cH:26]1)([n:27]1[cH:28][cH:29][n:30][cH:31]1)=[O:32].[CH2:41]1[O:42][CH2:43][CH2:44][CH2:45]1.[F:1][c:2]1[c:3]([NH:4][c:5]2[c:6]([C:13](=[O:14])[OH:15])[cH:7][n:8]([CH3:12])[c:9](=[O:11])[cH:10]2)[cH:16][cH:17][c:18]([I:20])[cH:19]1.[NH2:33][C:34]([CH2:35][OH:36])([CH2:37][OH:38])[CH2:39][OH:40].[O:46]=[CH:47][N:48]([CH3:49])[CH3:50]>>[F:1][c:2]1[c:3]([NH:4][c:5]2[c:6]([C:13](=[O:14])[O:15][CH2:39][C:34]([NH2:33])([CH2:35][OH:36])[CH2:37][OH:38])[cH:7][n:8]([CH3:12])[c:9](=[O:11])[cH:10]2)[cH:16][cH:17][c:18]([I:20])[cH:19]1. Starting materials: C(C)(C)O (isopropyl alcohol), [H-].[Na+] (sodium hydride), BrC1=NC=CC=C1CBr (2-bromo-3-bromomethyl-pyridine), O (Water). The solvent is CN(C=O)C (dimethylformamide), CN(C=O)C (dimethylformamide). Reaction conditions: time 30 minute. Product: BrC1=NC=CC=C1COC(C)C (2-Bromo-3-(isopropoxymethyl)-pyridine). The yield is 66.7%. As a reaction SMILES: [CH:1]([OH:4])([CH3:3])[CH3:2].[H-].[Na+].[Br:7][C:8]1[C:13]([CH2:14]Br)=[CH:12][CH:11]=[CH:10][N:9]=1.O>CN(C)C=O>[Br:7][C:8]1[C:13]([CH2:14][O:4][CH:1]([CH3:3])[CH3:2])=[CH:12][CH:11]=[CH:10][N:9]=1 |f:1.2|. Reported procedure: To a solution of isopropyl alcohol (7.31 mL, 95.65 mmol) in dimethylformamide (50 mL) at 0° C. is added sodium hydride (3.63 g, 90.87 mmol) and the mixture is stirred at room temperature for 30 minutes (this reaction is run using a shield as special protection). Then, 2-bromo-3-bromomethyl-pyridine (6 g, 23.91 mmol) in 10 mL of dimethylformamide is added via syringe and the mixture is stirred at room temperature for 1 h. Water is added and the mixture is extracted with ethyl acetate, washed with... Starting materials: C(C)C1=CC=C2C(=C(C=NC2=C1)C(=O)OCC)O (ethyl 7-ethyl-4-hydroxyquinoline-3-carboxylate), [OH-].[Na+] (sodium hydroxide). Solvent: C(C)(=O)O (acetic acid). Reaction conditions: time 30 minute. Yields the product C(C)C1=CC=C2C(=C(C=NC2=C1)C(=O)O)O (7-ethyl-4-hydroxyquinoline-3-carboxylic acid). RXN SMILES: [CH2:1]([C:3]1[CH:12]=[C:11]2[C:6]([C:7]([OH:18])=[C:8]([C:13]([O:15]CC)=[O:14])[CH:9]=[N:10]2)=[CH:5][CH:4]=1)[CH3:2].[OH-].[Na+]>C(O)(=O)C>[CH2:1]([C:3]1[CH:12]=[C:11]2[C:6]([C:7]([OH:18])=[C:8]([C:13]([OH:15])=[O:14])[CH:9]=[N:10]2)=[CH:5][CH:4]=1)[CH3:2] |f:1.2|. Reported procedure: A stirred mixture of ethyl 7-ethyl-4-hydroxyquinoline-3-carboxylate and 5 M aqueous sodium hydroxide solution was heated to reflux. When all the solids had dissolved the solution was boiled for a further 30 minutes, cooled, and acidified to pH 4.0 with glacial acetic acid (30 ml.). The solid was collected, washed with water until the washings were neutral, and dried to give the novel compound 7-ethyl-4-hydroxyquinoline-3-carboxylic acid, m.p. 175°-178°. The reactants are N(=[N+]=[N-])C[C@H]1C[C@H](CC1)C(=O)OC (methyl cis-3-azidomethylcyclopentancarboxylate), [OH-].[Na+] (sodium hydroxide). Run at time 8 hour. Yields the product N(=[N+]=[N-])C[C@H]1C[C@H](CC1)C(=O)O (cis-3-azidomethylcyclopentancarboxylic acid). The yield is 90.9%. Reaction SMILES: [N:1]([CH2:4][C@@H:5]1[CH2:9][CH2:8][C@H:7]([C:10]([O:12]C)=[O:11])[CH2:6]1)=[N+:2]=[N-:3].[OH-].[Na+]>>[N:1]([CH2:4][C@@H:5]1[CH2:9][CH2:8][C@H:7]([C:10]([OH:12])=[O:11])[CH2:6]1)=[N+:2]=[N-:3] |f:1.2|. Reported procedure: A mixture of methyl cis-3-azidomethylcyclopentancarboxylate (1.2 g, 6.5 mmol) and 1 N sodium hydroxide (12.0 mL, 12 mmol) was stirred at room temperature for about 8 h. The alkaline mixture was extracted with chloroform. The aqueous layer was acidified with hydrochloric acid and extracted twice with chloroform. Combined chloroform extracts from the acidic mixture were dried over sodium sulfate, filtered and concentrated to give about 1.0 g (91%) of cis-3-azidomethylcyclopentancarboxylic acid. Reaction conditions: time 8 hour. Reported procedure: Ethyl 3,5-diethyl-1H-pyrazole-1-acetate (2.79 g, 13.3 mmol) (i.e. the product of Example 15, Step B) in tetrahydrofuran (10 mL) was treated with sodium hydroxide (1.0 g) in water (7.5 mL) The reaction mixture was then stirred at room temperature overnight. The reaction mixture was concentrated under reduced pressure and washed with diethyl ether. The resulting aqueous layer was acidified with concentrated hydrochloric acid to give a white precipitate. The precipitate was filtered and dried in ai... Reactants: C(C)C1=NN(C(=C1)CC)CC(=O)OCC (Ethyl 3,5-diethyl-1H-pyrazole-1-acetate), C(C)C1=NN(C(=C1)CC)CC(=O)OCC (ethyl 3,5-diethyl-1H-pyrazole-1-acetate), [OH-].[Na+] (sodium hydroxide). Product: C(C)C1=NN(C(=C1)CC)CC(=O)O (3,5-diethyl-1H-pyrazole-1-acetic acid). Reaction SMILES: [CH2:1]([C:3]1[CH:7]=[C:6]([CH2:8][CH3:9])[N:5]([CH2:10][C:11]([O:13]CC)=[O:12])[N:4]=1)[CH3:2].[OH-].[Na+]>O1CCCC1.O>[CH2:1]([C:3]1[CH:7]=[C:6]([CH2:8][CH3:9])[N:5]([CH2:10][C:11]([OH:13])=[O:12])[N:4]=1)[CH3:2] |f:1.2|. Solvent: O1CCCC1 (tetrahydrofuran), O (water). Yield: 28.5%.